describe an organic reaction: reactants, conditions, products, and yield From a dataset of the Open Reaction Database (ORD), a public repository of structured organic reaction records. The reactants are COCN(c1cc(Cl)cnc1C(=O)c1cccc(C)c1Cl)S(=O)(=O)c1ccc(Cl)c(C(F)(F)F)c1, Cl, C1COCCO1, O. Product: Cc1cccc(C(=O)c2ncc(Cl)cc2NS(=O)(=O)c2ccc(Cl)c(C(F)(F)F)c2)c1Cl. As a reaction SMILES: [Cl:1][c:2]1[c:3]([C:32]([F:33])([F:34])[F:35])[cH:4][c:5]([S:8](=[O:9])(=[O:10])[N:11]([CH2:12][O:13][CH3:14])[c:15]2[c:16]([C:22]([c:23]3[c:24]([Cl:30])[c:25]([CH3:29])[cH:26][cH:27][cH:28]3)=[O:31])[n:17][cH:18][c:19]([Cl:21])[cH:20]2)[cH:6][cH:7]1.[ClH:37].[O:38]1[CH2:39][CH2:40][O:41][CH2:42][CH2:43]1.[OH2:36]>>[Cl:1][c:2]1[c:3]([C:32]([F:33])([F:34])[F:35])[cH:4][c:5]([S:8](=[O:9])(=[O:10])[NH:11][c:15]2[c:16]([C:22]([c:23]3[c:24]([Cl:30])[c:25]([CH3:29])[cH:26][cH:27][cH:28]3)=[O:31])[n:17][cH:18][c:19]([Cl:21])[cH:20]2)[cH:6][cH:7]1. RXN SMILES: [CH2:1]([N:3]1[C:15]2[CH:14]=[CH:13][C:12]([N:16]=[C:17]=[S:18])=[CH:11][C:10]=2[C:9]2[C:4]1=[CH:5][CH:6]=[CH:7][CH:8]=2)[CH3:2].[C:19]([NH:22][NH2:23])(=[O:21])[CH3:20].CO>O1CCCC1>[C:19]([NH:22][NH:23][C:17]([NH:16][C:12]1[CH:13]=[CH:14][C:15]2[N:3]([CH2:1][CH3:2])[C:4]3[C:9]([C:10]=2[CH:11]=1)=[CH:8][CH:7]=[CH:6][CH:5]=3)=[S:18])(=[O:21])[CH3:20]. The solvent is O1CCCC1 (tetrahydrofuran). Procedure details: 3.8 g of 9-ethyl-3-isothiocyanatocarbazole was reacted with 1.1 g of acetylhydrazine in 30 ml of tetrahydrofuran at 60° C. for 2 hours. Then, 10 ml of methanol was added thereto and crystallization was conducted while cooling with ice. Crystals thus precipitated were collected by filtration, and recrystallized from CHCl3 /CH3OH (70 ml/200 ml) to obtain 2.4 g of the desired end compound. m.p. 197°-199° C. Starting materials: C(C)N1C2=CC=CC=C2C=2C=C(C=CC12)N=C=S (9-ethyl-3-isothiocyanatocarbazole), C(C)(=O)NN (acetylhydrazine), CO (methanol). Product: C(C)(=O)NNC(=S)NC=1C=CC=2N(C3=CC=CC=C3C2C1)CC (1-Acetyl-4-(9-ethyl-3-carbazolyl)thiosemicarbazide). Reactants: C(CC(=O)OC(C)C)(=O)OC(C)C (diisopropyl malonate), [OH-].[K+] (potassium hydroxide), S([O-])(O)=O.[Na+].C(=O)C=O (glyoxal-sodium bisulfite), C(CN)N (ethylenediamine), S1SC(C=C1)C(=O)[O-] (dithiolate). Solvent: C(=S)=S (carbon disulfide), O (water). Run at time 1 hour. The product is C(C)(C)OC(C(C(=O)OC(C)C)=C1SC2NCCNC2S1)=O (Diisopropyl(2,5-diaza-7,9-dithiabicyclo-[4,3,0]-nonane-8-ylidene)malonate). Reaction SMILES: [S:1](=O)(O)[O-].[Na+].[CH:6]([CH:8]=O)=O.[CH2:10]([NH2:13])[CH2:11][NH2:12].[S:14]1[CH:18]=CC(C([O-])=O)S1.[C:22]([O:31][CH:32]([CH3:34])[CH3:33])(=[O:30])[CH2:23][C:24]([O:26][CH:27]([CH3:29])[CH3:28])=[O:25].[OH-].[K+]>O.C(=S)=S>[CH:32]([O:31][C:22](=[O:30])[C:23](=[C:18]1[S:14][CH:10]2[CH:11]([NH:12][CH2:6][CH2:8][NH:13]2)[S:1]1)[C:24]([O:26][CH:27]([CH3:28])[CH3:29])=[O:25])([CH3:34])[CH3:33] |f:0.1.2,6.7|. Procedure: To a suspension of 2.5 g of glyoxal-sodium bisulfite in 10 ml of water was added dropwise 0.5 g of ethylenediamine with ice-cooling and the mixture was stired for additional 1 hour. To this solution was added dropwise with ice-cooling the dithiolate aqueous solution which had been prepared previously by the reaction of 1.5 g of diisopropyl malonate with 0.8 g of carbon disulfide in the presence of 3.3 g of 30% aqueous potassium hydroxide. Reactants: CN(C)CC1=CC=2CN(CCC2O1)C(CCCCS(=O)(=O)C1=CC=CC=C1)=O (1-(2-Dimethylaminomethyl-6,7-dihydro-4H-furo[3,2-c]pyridin-5-yl)-5-phenylsulfonylpentan-1-one), Cl (hydrogen chloride). Run in CO (methanol), C(C)(=O)OCC (ethyl acetate). The product is Cl.CN(C)CC1=CC=2CN(CCC2O1)C(CCCCS(=O)(=O)C1=CC=CC=C1)=O (1-(2-dimethylaminomethyl-6,7-dihydro-4H-furo[3,2-c]pyridin-5-yl)-5-phenylsulfonylpentan-1-one hydrochloride). Reaction SMILES: [CH3:1][N:2]([CH2:4][C:5]1[O:13][C:12]2[CH2:11][CH2:10][N:9]([C:14](=[O:28])[CH2:15][CH2:16][CH2:17][CH2:18][S:19]([C:22]3[CH:27]=[CH:26][CH:25]=[CH:24][CH:23]=3)(=[O:21])=[O:20])[CH2:8][C:7]=2[CH:6]=1)[CH3:3].[ClH:29]>CO.C(OCC)(=O)C>[ClH:29].[CH3:1][N:2]([CH2:4][C:5]1[O:13][C:12]2[CH2:11][CH2:10][N:9]([C:14](=[O:28])[CH2:15][CH2:16][CH2:17][CH2:18][S:19]([C:22]3[CH:23]=[CH:24][CH:25]=[CH:26][CH:27]=3)(=[O:21])=[O:20])[CH2:8][C:7]=2[CH:6]=1)[CH3:3] |f:4.5|. Procedure: 1-(2-Dimethylaminomethyl-6,7-dihydro-4H-furo[3,2-c]pyridin-5-yl)-5-phenylsulfonylpentan-1-one 0.081 g was dissolved in 2 ml of methanol; hydrogen chloride in ethyl acetate was added in excess, followed by stirring. This mixture was concentrated to yield the desired product. Starting materials: CC(C)(C)OC(=O)NCCC(O)c1cccnc1, Oc1cc(C(F)(F)F)ccc1Cl, CCOC(=O)N=NC(=O)OCC, C1CCOC1, c1ccc(P(c2ccccc2)c2ccccc2)cc1. Yields the product CC(C)(C)OC(=O)NCCC(Oc1cc(C(F)(F)F)ccc1Cl)c1cccnc1. RXN SMILES: [CH3:13][C:14]([CH3:15])([CH3:16])[O:17][C:18]([NH:19][CH2:20][CH2:21][CH:22]([c:23]1[cH:24][n:25][cH:26][cH:27][cH:28]1)[OH:29])=[O:30].[Cl:31][c:32]1[c:33]([OH:42])[cH:34][c:35]([C:38]([F:39])([F:40])[F:41])[cH:36][cH:37]1.[O:1]=[C:2]([O:3][CH2:4][CH3:5])[N:6]=[N:7][C:8]([O:9][CH2:10][CH3:11])=[O:12].[O:62]1[CH2:63][CH2:64][CH2:65][CH2:66]1.[c:43]1([P:44]([c:45]2[cH:46][cH:47][cH:48][cH:49][cH:50]2)[c:51]2[cH:52][cH:53][cH:54][cH:55][cH:56]2)[cH:57][cH:58][cH:59][cH:60][cH:61]1>>[CH3:13][C:14]([CH3:15])([CH3:16])[O:17][C:18]([NH:19][CH2:20][CH2:21][CH:22]([c:23]1[cH:24][n:25][cH:26][cH:27][cH:28]1)[O:29][c:33]1[c:32]([Cl:31])[cH:37][cH:36][c:35]([C:38]([F:39])([F:40])[F:41])[cH:34]1)=[O:30].